Dataset: the Open Reaction Database (ORD), a public repository of structured organic reaction records. Task: describe an organic reaction: reactants, conditions, products, and yield Reactants: II (I2), C(C)OC(C1=CC(=C(C=C1)O)Br)=O (3-bromo-4-hydroxybenzoic acid ethyl ester), C1CCOC1 (THF), C1(=CC=CC=C1)O (phenol), solid 12. The solvent is C([O-])([O-])=O.[K+].[K+] (potassium carbonate). Run at temperature 0 celsius, time 2 hour. Product: C(C)OC(C1=CC(=C(C(=C1)I)O)Br)=O (3-bromo-4-hydroxy-5-iodobenzoic acid ethyl ester). Yield: 90.4%. As a reaction SMILES: [CH2:1]([O:3][C:4](=[O:13])[C:5]1[CH:10]=[CH:9][C:8]([OH:11])=[C:7]([Br:12])[CH:6]=1)[CH3:2].C1COCC1.C1(O)C=CC=CC=1.[I:26]I>C(=O)([O-])[O-].[K+].[K+]>[CH2:1]([O:3][C:4](=[O:13])[C:5]1[CH:10]=[C:9]([I:26])[C:8]([OH:11])=[C:7]([Br:12])[CH:6]=1)[CH3:2] |f:4.5.6|. Reported procedure: To a mixture of 3-bromo-4-hydroxybenzoic acid ethyl ester (69.2 g, 282 mmol) in 2N aqueous potassium carbonate (423 mL) was added sufficient THF to completely dissolve the phenol and make the solution clear (˜300 to 500 mL). The solution was cooled to 0° C. and I2 (158 g, 621 mmol) was added portionwise at such a rate as not to accumulate a large amount of solid 12 on the bottom of the flask. After addition was complete, the ice bath was removed, and the solution was allowed to warm to room temp...